This data is from the Open Reaction Database (ORD), a public repository of structured organic reaction records. The task is: describe an organic reaction: reactants, conditions, products, and yield The reactants are COC=1C=C(CC=2C3=C(N=C(N2)NC2=CC=C(C=C2)N2C(=NC=C2)C)CCNC3)C=CC1 (4-(3-methoxybenzyl)-N-(4-(2-methyl-1H-imidazol-1-yl)phenyl)-5,6,7,8-tetrahydropyrido[4,3-d]pyrimidin-2-amine), C=O (formaldehyde). Product: COC=1C=C(CC=2C3=C(N=C(N2)NC2=CC=C(C=C2)N2C(=NC=C2)C)CCN(C3)C)C=CC1 (4-(3-Methoxybenzyl)-6-methyl-N-(4-(2-methyl-1H-imidazol-1-yl)phenyl)-5,6,7,8-tetrahydropyrido[4,3-d]pyrimidin-2-amine). Yield: 10.4%. Reaction SMILES: [CH3:1][O:2][C:3]1[CH:4]=[C:5]([CH:30]=[CH:31][CH:32]=1)[CH2:6][C:7]1[C:8]2[CH2:29][NH:28][CH2:27][CH2:26][C:9]=2[N:10]=[C:11]([NH:13][C:14]2[CH:19]=[CH:18][C:17]([N:20]3[CH:24]=[CH:23][N:22]=[C:21]3[CH3:25])=[CH:16][CH:15]=2)[N:12]=1.[CH2:33]=O>>[CH3:1][O:2][C:3]1[CH:4]=[C:5]([CH:30]=[CH:31][CH:32]=1)[CH2:6][C:7]1[C:8]2[CH2:29][N:28]([CH3:33])[CH2:27][CH2:26][C:9]=2[N:10]=[C:11]([NH:13][C:14]2[CH:15]=[CH:16][C:17]([N:20]3[CH:24]=[CH:23][N:22]=[C:21]3[CH3:25])=[CH:18][CH:19]=2)[N:12]=1. Procedure details: 4-(3-Methoxybenzyl)-6-methyl-N-(4-(2-methyl-1H-imidazol-1-yl)phenyl)-5,6,7,8-tetrahydropyrido[4,3-d]pyrimidin-2-amine (14.3 mg, 10.4%) was synthesised from 4-(3-methoxybenzyl)-N-(4-(2-methyl-1H-imidazol-1-yl)phenyl)-5,6,7,8-tetrahydropyrido[4,3-d]pyrimidin-2-amine and formaldehyde according to the general procedure for reductive amination. MS (ES+) m/z 441.3 (M+H)+ The reactants are CCCCCCCCCCCCN, CO, N#CCO. Product: CCCCCCCCCCCCNCC#N. Reaction SMILES: [CH2:5]([CH2:6][CH2:7][CH2:8][CH2:9][CH2:10][CH2:11][CH2:12][CH2:13][CH2:14][CH2:15][CH3:16])[NH2:17].[CH3:18][OH:19].[OH:1][CH2:2][C:3]#[N:4]>>[CH2:2]([C:3]#[N:4])[NH:17][CH2:5][CH2:6][CH2:7][CH2:8][CH2:9][CH2:10][CH2:11][CH2:12][CH2:13][CH2:14][CH2:15][CH3:16]. The reactants are CN1C(N(C(C=C1C(F)(F)F)=O)C=1C(=CC2=C(C(=NO2)C2=C(C=CC(=C2)OCC(=O)OC)C)C1)F)=O ({{2-{5-[3,6-dihydro-3-methyl-2,6-dioxo-4-(trifluoromethyl)-1(2H)-pyrimidinyl]-6-fluoro-1,2-benzisoxazol-3-yl}-p-tolyl}oxy}acetic acid, methyl ester), Cl (hydrochloric acid), C(C)(=O)O (acetic acid). The solvent is O (water). Run at temperature 90 celsius, time 2 hour. The product is CN1C(N(C(C=C1C(F)(F)F)=O)C=1C(=CC2=C(C(=NO2)C2=C(C=CC(=C2)OCC(=O)O)C)C1)F)=O ({{2-{5-[3,6-Dihydro-3-methyl-2,6-dioxo-4-(trifluoromethyl)-1(2H)-pyrimidinyl]-6-fluoro-1,2-benzisoxazol-3-yl}-p-tolyl}oxy}acetic acid). Isolated yield 66.1%. RXN SMILES: [CH3:1][N:2]1[C:7]([C:8]([F:11])([F:10])[F:9])=[CH:6][C:5](=[O:12])[N:4]([C:13]2[C:14]([F:35])=[CH:15][C:16]3[O:20][N:19]=[C:18]([C:21]4[CH:26]=[C:25]([O:27][CH2:28][C:29]([O:31]C)=[O:30])[CH:24]=[CH:23][C:22]=4[CH3:33])[C:17]=3[CH:34]=2)[C:3]1=[O:36].Cl.C(O)(=O)C>O>[CH3:1][N:2]1[C:7]([C:8]([F:10])([F:11])[F:9])=[CH:6][C:5](=[O:12])[N:4]([C:13]2[C:14]([F:35])=[CH:15][C:16]3[O:20][N:19]=[C:18]([C:21]4[CH:26]=[C:25]([O:27][CH2:28][C:29]([OH:31])=[O:30])[CH:24]=[CH:23][C:22]=4[CH3:33])[C:17]=3[CH:34]=2)[C:3]1=[O:36]. Procedure details: A mixture of {{2-{5-[3,6-dihydro-3-methyl-2,6-dioxo-4-(trifluoromethyl)-1(2H)-pyrimidinyl]-6-fluoro-1,2-benzisoxazol-3-yl}-p-tolyl}oxy}acetic acid, methyl ester (10.9 g, 0.0190 mol), 10% hydrochloric acid and acetic acid is stirred two hours at 90° C., cooled, poured into water and extracted with ethyl acetate. The organic layers are combined, washed with water and brine, dried over anhydrous sodium sulfate, filtered and concentrated in vacuo to a foam. The foam is recrystallized from ethyl acet... The reactants are C1=C(C(NC=2CCC3=C(C12)C=CC=C3)=O)C(=O)O (5,6-dihydrobenzo[f]quinolin-3(4H)-one-2-carboxylic acid), CO (methanol), S(=O)(Cl)Cl (thionyl chloride). Yields the product C1=C(C(NC=2CCC3=C(C12)C=CC=C3)=O)C(=O)OC (Methyl 5,6-Dihydrobenzo[f]quinolin-3(4H)-one-2-carboxylate). RXN SMILES: [CH:1]1[C:10]2[C:9]3[CH:11]=[CH:12][CH:13]=[CH:14][C:8]=3[CH2:7][CH2:6][C:5]=2[NH:4][C:3](=[O:15])[C:2]=1[C:16]([OH:18])=[O:17].S(Cl)(Cl)=O.[CH3:23]O>>[CH:1]1[C:10]2[C:9]3[CH:11]=[CH:12][CH:13]=[CH:14][C:8]=3[CH2:7][CH2:6][C:5]=2[NH:4][C:3](=[O:15])[C:2]=1[C:16]([O:18][CH3:23])=[O:17]. Procedure: Add 6.0 gm of 5,6-dihydrobenzo[f]quinolin-3(4H)-one-2-carboxylic acid to 100 ml of methanol. Dropwise at 0° C., add 10 ml of thionyl chloride to the system. Heat the system at reflux for 6 hours. Remove the solvent by stripping. Isolate the title compound. The reactants are C1C(CCCCCCC)O1 (1-nonene oxide), C1C(CCCCCCCC)O1 (1-decene oxide), C1C(CCCCCCCCC)O1 (1-undecene oxide), CC(=O)C (acetone), S(O)(O)(=O)=O (sulfuric acid). The product is C(C(CCCCCCCCC)O)O (1,2 undecanediol). Reaction SMILES: CC(C)=[O:3].C1OC1CCCCCCC.C1OC1CCCCCCCC.[CH2:26]1[O:37][CH:27]1[CH2:28][CH2:29][CH2:30][CH2:31][CH2:32][CH2:33][CH2:34][CH2:35][CH3:36].S(=O)(=O)(O)O>>[CH2:26]([OH:37])[CH:27]([OH:3])[CH2:28][CH2:29][CH2:30][CH2:31][CH2:32][CH2:33][CH2:34][CH2:35][CH3:36]. Procedure: A homogeneous clear solution is prepared by adding 3 moles of acetone to a (1:1:1) mixture of 1-nonene oxide, 1-decene oxide, and 1-undecene oxide at room temperature. After adding 50 grams of 5% aqueous sulfuric acid to the solution, the acetone is evaporated off and the resulting solution is neutralized by adding an aqueous sodium hydroxide. The neutralized solution is extracted with pet ether and the extract dried over anhydrous magnesium sulfate. The pet ether is stripped off and a mixture o...